This data is from the Open Reaction Database (ORD), a public repository of structured organic reaction records. The task is: describe an organic reaction: reactants, conditions, products, and yield Reactants: [Al+3], [H-], [H-], [H-], [H-], [Li+], C1CCOC1, Cc1c(C)c2c(c(C)c1O)SC(CCCC(C)(C)C(=O)O)O2. The product is Cc1c(C)c2c(c(C)c1O)SC(CCCC(C)(C)CO)O2. As a reaction SMILES: [Al+3:2].[H-:1].[H-:4].[H-:5].[H-:6].[Li+:3].[O:29]1[CH2:30][CH2:31][CH2:32][CH2:33]1.[OH:7][c:8]1[c:9]([CH3:28])[c:10]([CH3:27])[c:11]2[c:12]([c:25]1[CH3:26])[S:13][CH:14]([CH2:16][CH2:17][CH2:18][C:19]([C:20](=[O:21])[OH:22])([CH3:23])[CH3:24])[O:15]2>>[OH:7][c:8]1[c:9]([CH3:28])[c:10]([CH3:27])[c:11]2[c:12]([c:25]1[CH3:26])[S:13][CH:14]([CH2:16][CH2:17][CH2:18][C:19]([CH2:20][OH:21])([CH3:23])[CH3:24])[O:15]2. The reactants are BrCC1=C(C=C(OC2=CC(=C(C#N)C=C2)Cl)C=C1)Cl (4-(4-bromomethyl-3-chloro-phenoxy)-2-chloro-benzonitrile), tetrakis(triphenyl-phosphine)palladium(0), C(C)(C)OC1=NC2=CC=C(C=C2C(=C1)C(F)(F)F)C(=O)O (2-isopropoxy-4-trifluoromethyl-quinoline-6-carboxylic acid), CN1C(OC2=C1C=CC(=C2)C(=O)Cl)=O (3-methyl-2-oxo-2,3-dihydro-benzooxazole-6-carbonyl chloride). The reagents and catalysts are [Zn] (zinc). Product: ClC1=C(C#N)C=CC(=C1)OC1=CC(=C(C=C1)CC(=O)C=1C=C2C(=CC(=NC2=CC1)OC(C)C)C(F)(F)F)Cl (2-Chloro-4-{3-chloro-4-[2-(2-isopropoxy-4-trifluoromethyl-quinolin-6-yl)-2-oxo-ethyl]-phenoxy}-benzonitrile). As a reaction SMILES: [CH:1]([O:4][C:5]1[CH:14]=[C:13]([C:15]([F:18])([F:17])[F:16])[C:12]2[C:7](=[CH:8][CH:9]=[C:10]([C:19](O)=[O:20])[CH:11]=2)[N:6]=1)([CH3:3])[CH3:2].CN1C2C=CC(C(Cl)=O)=CC=2OC1=O.Br[CH2:37][C:38]1[CH:53]=[CH:52][C:41]([O:42][C:43]2[CH:50]=[CH:49][C:46]([C:47]#[N:48])=[C:45]([Cl:51])[CH:44]=2)=[CH:40][C:39]=1[Cl:54]>[Zn]>[Cl:51][C:45]1[CH:44]=[C:43]([O:42][C:41]2[CH:52]=[CH:53][C:38]([CH2:37][C:19]([C:10]3[CH:11]=[C:12]4[C:7](=[CH:8][CH:9]=3)[N:6]=[C:5]([O:4][CH:1]([CH3:2])[CH3:3])[CH:14]=[C:13]4[C:15]([F:16])([F:17])[F:18])=[O:20])=[C:39]([Cl:54])[CH:40]=2)[CH:50]=[CH:49][C:46]=1[C:47]#[N:48]. Procedure details: In analogy to Example 49, step 1, 2-isopropoxy-4-trifluoromethyl-quinoline-6-carboxylic acid was converted to the acid chloride and subsequently reacted with 4-(4-bromomethyl-3-chloro-phenoxy)-2-chloro-benzonitrile in the presence of zinc and tetrakis(triphenyl-phosphine)palladium(0) to give the title compound as a yellow oil. MS (m/e, ISP neg. ion)=557.0 [M−H+]. The reactants are CC=1SC(=C(N1)C)C(=O)OCC (ethyl 2,4-dimethyl-1,3-thiazole-5-carboxylate), [H-].[Li+].[Al+3].[H-].[H-].[H-] (aluminum lithium hydride), O (water), [OH-].[Na+] (sodium hydroxide), O (water). Solvent: C1CCOC1 (THF), C1CCOC1 (THF). Reaction conditions: time 4 hour. Product: CC=1SC(=C(N1)C)CO ((2,4-dimethyl-1,3-thiazol-5-yl)methanol). The yield is 51.7%. As a reaction SMILES: [CH3:1][C:2]1[S:3][C:4]([C:8](OCC)=[O:9])=[C:5]([CH3:7])[N:6]=1.[H-].[Li+].[Al+3].[H-].[H-].[H-].O.[OH-].[Na+]>C1COCC1>[CH3:1][C:2]1[S:3][C:4]([CH2:8][OH:9])=[C:5]([CH3:7])[N:6]=1 |f:1.2.3.4.5.6,8.9|. Reported procedure: A solution of ethyl 2,4-dimethyl-1,3-thiazole-5-carboxylate (5.0 g) in THF (50 ml) was added dropwise to a solution of aluminum lithium hydride (1.1 g) in THF (150 ml) under ice-cooling. After stirred at room temperature for 4 hours, water (1.1 ml), 15% sodium hydroxide solution (1.1 ml) and water (3.3 ml) were added thereto, and the mixture was stirred for 10 minutes. The mixture was filtered with Celite, and washed with methanol. The solvent was removed under reduced pressure, and the resultin... Reactants: BrC=1C=C(C=NC1Cl)C(=O)O (5-bromo-6-chloro-3-pyridinecarboxylic acid), ClC1=CC=C(C=C1)B(O)O (4-chlorophenyl-boronic acid), N[C@H]1[C@@H](CCCC1)O ((1R,2R)-2-amino-cyclohexanol). The solvent is CC(CC)O (rac-2-butanol). The product is C(C)(CC)OC1=NC=C(C(=O)N[C@H]2[C@@H](CCCC2)O)C=C1C1=CC=C(C=C1)Cl (6-sec-Butoxy-5-(4-chloro-phenyl)-N-((1R,2R)-2-hydroxy-cyclohexyl)-nicotinamide). RXN SMILES: Br[C:2]1[CH:3]=[C:4]([C:9]([OH:11])=O)[CH:5]=[N:6][C:7]=1Cl.[Cl:12][C:13]1[CH:18]=[CH:17][C:16](B(O)O)=[CH:15][CH:14]=1.[NH2:22][C@@H:23]1[CH2:28][CH2:27][CH2:26][CH2:25][C@H:24]1[OH:29]>CC(O)CC>[CH:24]([O:29][C:7]1[C:2]([C:16]2[CH:17]=[CH:18][C:13]([Cl:12])=[CH:14][CH:15]=2)=[CH:3][C:4]([C:9]([NH:22][C@@H:23]2[CH2:28][CH2:27][CH2:26][CH2:25][C@H:24]2[OH:29])=[O:11])=[CH:5][N:6]=1)([CH2:23][CH3:28])[CH3:25]. Reported procedure: The title compound was synthesized in analogy to the procedure described for the preparation of Example 31, using 5-bromo-6-chloro-3-pyridinecarboxylic acid, rac-2-butanol (commercially available), 4-chlorophenyl-boronic acid (commercially available), and (1R,2R)-2-amino-cyclohexanol (commercially available) as starting materials. MS (ISP): 403.2 (M+H+). The reactants are CC(CCCC=C)(C)C (6,6-dimethyl-1-heptene), ClC=1C=C(C(=O)OO)C=CC1 (m-chloroperoxybenzoic acid). The solvent is ClCCl (dichloromethane). The product is CC(CCCC1OC1)(C)C ((4,4-dimethylpentyl)oxirane). Reaction SMILES: [CH3:1][C:2]([CH3:9])([CH3:8])[CH2:3][CH2:4][CH2:5][CH:6]=[CH2:7].ClC1C=C(C=CC=1)C(OO)=[O:15]>ClCCl>[CH3:1][C:2]([CH3:9])([CH3:8])[CH2:3][CH2:4][CH2:5][CH:6]1[CH2:7][O:15]1. Procedure: A solution of 6,6-dimethyl-1-heptene (5.33 g, 0.0423 mol) and m-chloroperoxybenzoic acid (9.5 g of 85%, 0.048 mol) in dichloromethane (100 ml) was stirred at room temperature for 16 hours. The resulting solution was washed and aqueous sodium hydroxide (3×50 ml of 2M) and dried over sodium sulfate. The solvent was distilled off at atmospheric pressure to yield (4,4-dimethylpentyl)oxirane as a residue, having the following structural characteristics: The product is N#Cc1cc2c(c(C(=O)O)c1)OC(c1ccccc1)(c1ccccc1)O2. RXN SMILES: [C:1](#[N:2])[c:3]1[cH:4][c:5]([C:24](=[O:25])[O:26][CH3:27])[c:6]2[c:7]([cH:23]1)[O:8][C:9]([c:11]1[cH:12][cH:13][cH:14][cH:15][cH:16]1)([c:17]1[cH:18][cH:19][cH:20][cH:21][cH:22]1)[O:10]2.[C:31]([OH:32])(=[O:33])[CH3:34].[CH3:35][OH:36].[Cl:37][CH2:38][Cl:39].[Li+:29].[OH-:28].[OH2:30].[OH2:40]>>[C:1](#[N:2])[c:3]1[cH:4][c:5]([C:24](=[O:25])[OH:26])[c:6]2[c:7]([cH:23]1)[O:8][C:9]([c:11]1[cH:12][cH:13][cH:14][cH:15][cH:16]1)([c:17]1[cH:18][cH:19][cH:20][cH:21][cH:22]1)[O:10]2. Starting materials: COC(=O)c1cc(C#N)cc2c1OC(c1ccccc1)(c1ccccc1)O2, CC(=O)O, CO, ClCCl, [Li+], [OH-], O, O.